Dataset: the Open Reaction Database (ORD), a public repository of structured organic reaction records. Task: describe an organic reaction: reactants, conditions, products, and yield Reactants: CC(=O)O, CCO, Nc1ccc(I)cc1F, COC(=O)C1CSCC1=O. Yields the product COC(=O)C1=C(Nc2ccc(I)cc2F)CSC1. As a reaction SMILES: [CH3:20][C:21](=[O:22])[OH:23].[CH3:24][CH2:25][OH:26].[F:11][c:12]1[c:13]([NH2:14])[cH:15][cH:16][c:17]([I:19])[cH:18]1.[O:1]=[C:2]1[CH:3]([C:7](=[O:8])[O:9][CH3:10])[CH2:4][S:5][CH2:6]1>>[C:2]1([NH:14][c:13]2[c:12]([F:11])[cH:18][c:17]([I:19])[cH:16][cH:15]2)=[C:3]([C:7](=[O:8])[O:9][CH3:10])[CH2:4][S:5][CH2:6]1. Starting materials: [Al+3], C1CCOC1, CCOC(C)=O, CCOC(=O)CC1CCc2ccc(OC)cc21, [H-], [H-], [H-], [H-], [Li+], [Mg+2], O=S(=O)([O-])[O-], O. The product is COc1ccc2c(c1)C(CCO)CC2. As a reaction SMILES: [Al+3:2].[CH2:31]1[O:32][CH2:33][CH2:34][CH2:35]1.[CH3:36][CH2:37][O:38][C:39](=[O:40])[CH3:41].[CH3:7][O:8][c:9]1[cH:10][cH:11][c:12]2[c:16]([cH:17]1)[CH:15]([CH2:18][C:19](=[O:20])[O:21][CH2:22][CH3:23])[CH2:14][CH2:13]2.[H-:1].[H-:4].[H-:5].[H-:6].[Li+:3].[Mg+2:25].[O-:26][S:27](=[O:28])(=[O:29])[O-:30].[OH2:24]>>[CH3:7][O:8][c:9]1[cH:10][cH:11][c:12]2[c:16]([cH:17]1)[CH:15]([CH2:18][CH2:19][OH:20])[CH2:14][CH2:13]2. Reaction SMILES: [C:1]([O:5][C:6]([NH:8][C@@H:9]1[CH2:14][CH2:13][C@H:12]([N:15]=[N+]=[N-])[CH2:11][CH2:10]1)=[O:7])([CH3:4])([CH3:3])[CH3:2]>[Pd].C(OCC)(=O)C>[C:1]([O:5][C:6]([NH:8][C@@H:9]1[CH2:10][CH2:11][C@H:12]([NH2:15])[CH2:13][CH2:14]1)=[O:7])([CH3:4])([CH3:2])[CH3:3]. The product is C(C)(C)(C)OC(=O)N[C@H]1CC[C@H](CC1)N (cis-4-(N-tert-butoxycarbonylamino)cyclohexylamine). Starting materials: C(C)(C)(C)OC(=O)N[C@H]1CC[C@H](CC1)N=[N+]=[N-] (cis-4-(N-tert-butoxycarbonylamino)cyclohexyl azide). The solvent is C(C)(=O)OCC (ethyl acetate). Reagents/catalysts: [Pd] (Pd/C). Procedure details: The roughly purified product of Intermediate 37 (142 g) was reduced by hydrogenation at room temperature for 9 hours by using 10% Pd/C (7.1 g) and ethyl acetate solution (1.42 l) under hydrogen atmosphere of 1 atm. The palladium catalyst was removed by filtration, and the solvent was evaporated under reduced pressure. Then, the residue was purified by flash column chromatography (chloroform:methanol:triethylamine=100:20:10) to obtain the title compound (45.8 g). Yield: 36.2%. The reactants are [BH4-].[Na+] (Sodium borohydride), C(C)(C)(C)OC(=O)N1N=C(C=C1CC(=O)OCC)\C=C\1/CN(CCC1=O)C(C1=CC=CC=C1)(C1=CC=CC=C1)C1=CC=CC=C1 ((E)-3-{[1-(t-butoxycarbonyl)-5-(ethoxycarbonylmethyl)-1H-pyrazol-3-yl]methylidene}-1-(triphenylmethyl)piperidin-4-one). Run in C(C)O (ethanol). Run at time 1.5 hour. The product is C(C)(C)(C)OC(=O)N1N=C(C=C1CC(=O)OCC)\C=C\1/CN(CCC1O)C(C1=CC=CC=C1)(C1=CC=CC=C1)C1=CC=CC=C1 ((E)-3-{[1-(tert-Butoxycarbonyl)-5-(ethoxycarbonylmethyl)-1H-pyrazol-3-yl]methylidene}-1-(triphenylmethyl)piperidin-4-ol). Isolated yield 79.6%. RXN SMILES: [BH4-].[Na+].[C:3]([O:7][C:8]([N:10]1[C:14]([CH2:15][C:16]([O:18][CH2:19][CH3:20])=[O:17])=[CH:13][C:12](/[CH:21]=[C:22]2\[CH2:23][N:24]([C:29]([C:42]3[CH:47]=[CH:46][CH:45]=[CH:44][CH:43]=3)([C:36]3[CH:41]=[CH:40][CH:39]=[CH:38][CH:37]=3)[C:30]3[CH:35]=[CH:34][CH:33]=[CH:32][CH:31]=3)[CH2:25][CH2:26][C:27]\2=[O:28])=[N:11]1)=[O:9])([CH3:6])([CH3:5])[CH3:4]>C(O)C>[C:3]([O:7][C:8]([N:10]1[C:14]([CH2:15][C:16]([O:18][CH2:19][CH3:20])=[O:17])=[CH:13][C:12](/[CH:21]=[C:22]2\[CH2:23][N:24]([C:29]([C:30]3[CH:31]=[CH:32][CH:33]=[CH:34][CH:35]=3)([C:42]3[CH:43]=[CH:44][CH:45]=[CH:46][CH:47]=3)[C:36]3[CH:37]=[CH:38][CH:39]=[CH:40][CH:41]=3)[CH2:25][CH2:26][CH:27]\2[OH:28])=[N:11]1)=[O:9])([CH3:4])([CH3:5])[CH3:6] |f:0.1|. Procedure details: Sodium borohydride (300 mg) was added to a solution of (E)-3-{[1-(t-butoxycarbonyl)-5-(ethoxycarbonylmethyl)-1H-pyrazol-3-yl]methylidene}-1-(triphenylmethyl)piperidin-4-one (9.64 g) in ethanol (100 ml) at 0° C. After the mixture was stirred at the same temperature for 1.5 hours, the reaction was quenched by addition of a saturated aqueous ammonium chloride solution. The product was extracted with ethyl acetate. The organic layer was washed with a saturated aqueous sodium chloride solution and dr...